This data is from the Open Reaction Database (ORD), a public repository of structured organic reaction records. The task is: describe an organic reaction: reactants, conditions, products, and yield The reactants are FC1=CC=C(C=C1)C1=C(CC[C@@H]1O)C(=O)OC (methyl (3S)-2-(4-fluorophenyl)-3-hydroxycyclopent-1-enecarboxylate), C1CCOC1 (THF), OS(=O)(=O)[O-].[Na+] (NaHSO4). Run in C1(=CC=CC=C1)C (toluene), C1(=CC=CC=C1)C (toluene), C1(=CC=CC=C1)C (toluene). Run at temperature -48 celsius, time 30 minute. Yields the product FC1=CC=C(C=C1)[C@H]1[C@@H](CC[C@@H]1O)C(=O)O ((1R,2R,3S)-2-(4-fluorophenyl)-3-hydroxycyclopentane-1-carboxylic acid). RXN SMILES: [F:1][C:2]1[CH:7]=[CH:6][C:5]([C:8]2[C@@H:12]([OH:13])[CH2:11][CH2:10][C:9]=2[C:14]([O:16]C)=[O:15])=[CH:4][CH:3]=1.C1COCC1.OS([O-])(=O)=O.[Na+]>C1(C)C=CC=CC=1>[F:1][C:2]1[CH:3]=[CH:4][C:5]([C@@H:8]2[C@@H:12]([OH:13])[CH2:11][CH2:10][C@H:9]2[C:14]([OH:16])=[O:15])=[CH:6][CH:7]=1 |f:2.3|. Reported procedure: To a toluene stream containing methyl (3S)-2-(4-fluorophenyl)-3-hydroxycyclopent-1-enecarboxylate in 21 L toluene was added 12 Liters of dry THF and the reaction mixture was cooled to −48° C. To the cooled solution was added drop-wise over 45 min 3.8 Liters (13.46 mol) of 70% Red-A1 in toluene. The reaction mixture was allowed to warm to −25° C. over 2.5 h and was added to a solution of 21 L of 2M NaHSO4. The mixture was stirred for 30 min and the layers separated. The toluene layer was then was... Reactants: COC(=O)c1cn2c3c(c(F)c(F)cc3c1=O)CCN2C, [Na+], C1CCOC1, [OH-]. Product: CN1CCc2c(F)c(F)cc3c(=O)c(C(=O)O)cn1c23. As a reaction SMILES: [F:1][c:2]1[c:3]2[c:8]3[n:7]([cH:15][c:14]([C:16](=[O:17])[O:18][CH3:19])[c:13](=[O:20])[c:9]3[cH:10][c:11]1[F:12])[N:6]([CH3:21])[CH2:5][CH2:4]2.[Na+:23].[O:24]1[CH2:25][CH2:26][CH2:27][CH2:28]1.[OH-:22]>>[F:1][c:2]1[c:3]2[c:8]3[n:7]([cH:15][c:14]([C:16](=[O:17])[OH:18])[c:13](=[O:20])[c:9]3[cH:10][c:11]1[F:12])[N:6]([CH3:21])[CH2:5][CH2:4]2.